This data is from the Open Reaction Database (ORD), a public repository of structured organic reaction records. The task is: describe an organic reaction: reactants, conditions, products, and yield Reactants: NCC1=NC(=NO1)CC (5-aminomethyl-3-ethyl-1,2,4-oxadiazole), COC(N(C)C)OC (dimethylformamide dimethylacetal). Run at temperature 80 celsius. The product is CN(C=NC(=CN(C)C)C1=NC(=NO1)CC)C (1,4-bis(di- methylamino)-3-(3-ethyl-1,2,4-oxadiazol-5-yl)-2-aza1,3-butadiene). Yield: 72.0%. RXN SMILES: [NH2:1][CH2:2][C:3]1[O:7][N:6]=[C:5]([CH2:8][CH3:9])[N:4]=1.CO[CH:12](OC)[N:13]([CH3:15])[CH3:14]>>[CH3:12][N:13]([CH3:15])[CH:14]=[N:1][C:2]([C:3]1[O:7][N:6]=[C:5]([CH2:8][CH3:9])[N:4]=1)=[CH:12][N:13]([CH3:15])[CH3:14]. Reported procedure: A mixture of 11.5 g of 5-aminomethyl-3-ethyl-1,2,4-oxadiazole and 24 ml of dimethylformamide dimethylacetal is heated to 80° C. for 7 hours; during this process, 10 ml of thus-formed methanol is removed by distillation. After adding another 12 ml of DMF-acetal, the mixture is refluxed for 3 hours, then subjected to fractional distillation. The fraction passing over at 155°-160° C. and 0.03 torr, 1,4-bis(di- methylamino)-3-(3-ethyl-1,2,4-oxadiazol-5-yl)-2-aza1,3-butadiene is obtained in a yield o... Starting materials: ClCCCS(=O)(=O)C1=NC=CC=C1 (2-Pyridyl 3-chloropropyl sulfone), CN1N=NN=C1S (1-methyl-5-mercapto-1,2,3,4-tetrazole), C([O-])([O-])=O.[K+].[K+] (Potassium carbonate). Solvent: CC(=O)C (acetone). Product: N1=C(C=CC=C1)S(=O)(=O)CCCSC1=NN=NN1C (3-(1-methyl-1,2,3,4-tetrazol-5-yl)thiopropyl 2-pyridyl sulfone). Isolated yield 33.4%. Reaction SMILES: Cl[CH2:2][CH2:3][CH2:4][S:5]([C:8]1[CH:13]=[CH:12][CH:11]=[CH:10][N:9]=1)(=[O:7])=[O:6].[CH3:14][N:15]1[C:19]([SH:20])=[N:18][N:17]=[N:16]1.C(=O)([O-])[O-].[K+].[K+]>CC(C)=O>[N:9]1[CH:10]=[CH:11][CH:12]=[CH:13][C:8]=1[S:5]([CH2:4][CH2:3][CH2:2][S:20][C:19]1[N:15]([CH3:14])[N:16]=[N:17][N:18]=1)(=[O:7])=[O:6] |f:2.3.4|. Procedure: 2-Pyridyl 3-chloropropyl sulfone (2.2 g) and 1-methyl-5-mercapto-1,2,3,4-tetrazole (1.2 g) are dissolved in acetone (50 ml). Potassium carbonate (1.4 g) is added to the solution and the mixture is refluxed for 5 hours. Acetone is distilled off and water is added to the residue. The mixture is extracted with chloroform. The chloroform solution is washed with saturated aqueous sodium chloride and dried over magnesium sulfate. Chloroform is distilled off and the residue is purified by column chroma... The reactants are CC(C)(C)OC(=O)Nc1ccc(OCCN(CC(F)(F)F)c2ccc(C#N)c(C(F)(F)F)c2)cc1, ClCCl, O=C(O)C(F)(F)F, [Na+], O=C([O-])O. Yields the product N#Cc1ccc(N(CCOc2ccc(N)cc2)CC(F)(F)F)cc1C(F)(F)F. Reaction SMILES: [C:1](#[N:2])[c:3]1[c:4]([C:32]([F:33])([F:34])[F:35])[cH:5][c:6]([N:9]([CH2:10][CH2:11][O:12][c:13]2[cH:14][cH:15][c:16]([NH:19][C:20](=[O:21])[O:22][C:23]([CH3:24])([CH3:25])[CH3:26])[cH:17][cH:18]2)[CH2:27][C:28]([F:29])([F:30])[F:31])[cH:7][cH:8]1.[Cl:48][CH2:49][Cl:50].[F:36][C:37]([F:38])([F:39])[C:40]([OH:41])=[O:42].[Na+:47].[O-:43][C:44]([OH:45])=[O:46]>>[C:1](#[N:2])[c:3]1[c:4]([C:32]([F:33])([F:34])[F:35])[cH:5][c:6]([N:9]([CH2:10][CH2:11][O:12][c:13]2[cH:14][cH:15][c:16]([NH2:19])[cH:17][cH:18]2)[CH2:27][C:28]([F:29])([F:30])[F:31])[cH:7][cH:8]1. Starting materials: ClC=1C=CC2=C(SC(=C2)S(=O)(=O)N2CC(N(CC2)CC2CCNCC2)=O)C1 (4-(6-chloro-benzo[b]thiophene-2-sulfonyl)-1-piperidin-4-ylmethyl-piperazin-2-one), ClC1=NC=C(C(=O)N)C=C1 (6-chloronicotinamide), C(C)(C)N(CC)C(C)C (diisopropylethylamine), C(CCC)O (n-butanol). Reaction conditions: temperature 110 celsius. Yields the product ClC=1C=CC2=C(SC(=C2)S(=O)(=O)N2CC(N(CC2)CC2CCN(CC2)C2=NC=C(C=C2)C(=O)O)=O)C1 (4-[4-(6-chloro-benzo[b]thiophene-2-sulfonyl)-2-oxo-piperazin-1-ylmethyl]-3,4,5,6-tetrahydro-2H-[1,2′]bipyridinyl-5′-carboxylic acid). As a reaction SMILES: [Cl:1][C:2]1[CH:3]=[CH:4][C:5]2[CH:9]=[C:8]([S:10]([N:13]3[CH2:18][CH2:17][N:16]([CH2:19][CH:20]4[CH2:25][CH2:24][NH:23][CH2:22][CH2:21]4)[C:15](=[O:26])[CH2:14]3)(=[O:12])=[O:11])[S:7][C:6]=2[CH:27]=1.Cl[C:29]1[CH:37]=[CH:36][C:32]([C:33](N)=[O:34])=[CH:31][N:30]=1.C(N(C(C)C)CC)(C)C.C([OH:51])CCC>>[Cl:1][C:2]1[CH:3]=[CH:4][C:5]2[CH:9]=[C:8]([S:10]([N:13]3[CH2:18][CH2:17][N:16]([CH2:19][CH:20]4[CH2:21][CH2:22][N:23]([C:29]5[CH:37]=[CH:36][C:32]([C:33]([OH:51])=[O:34])=[CH:31][N:30]=5)[CH2:24][CH2:25]4)[C:15](=[O:26])[CH2:14]3)(=[O:12])=[O:11])[S:7][C:6]=2[CH:27]=1. Procedure: To a solution of 4-(6-chloro-benzo[b]thiophene-2-sulfonyl)-1-piperidin-4-ylmethyl-piperazin-2-one (20 mg, 0.047 mmol) in n-butanol (0.5 mL) is added 6-chloronicotinamide (15 mg, 0.094 mmole) and diisopropylethylamine (0.016 mL, 0.094 mmole) and heated at 110° C. 16 h. The reaction is concentrated and purified by column chromatography (silica, 20% methanol/dichloromethane) to provide 4-[4-(6-chloro-benzo[b]thiophene-2-sulfonyl)-2-oxo-piperazin-1-ylmethyl]-3,4,5,6-tetrahydro-2H-[1,2′]bipyridinyl-5...